The task is: describe an organic reaction: reactants, conditions, products, and yield. This data is from the Open Reaction Database (ORD), a public repository of structured organic reaction records. The reactants are O (water), N1C(=O)NC(=O)C1 (hydantoin), fused sodium acetate, C(C1=CC=CO1)=O (furfural). The solvent is C(C)(=O)O (acetic acid). Yields the product C(C1=CC=CO1)=C1C(NC(N1)=O)=O (5-furfurylidenehydantoin). Yield: 78.6%. As a reaction SMILES: [NH:1]1[CH2:7][C:5](=[O:6])[NH:4][C:2]1=[O:3].[CH:8](=O)[C:9]1[O:13][CH:12]=[CH:11][CH:10]=1.O>C(O)(=O)C>[CH:8](=[C:7]1[NH:1][C:2](=[O:3])[NH:4][C:5]1=[O:6])[C:9]1[O:13][CH:12]=[CH:11][CH:10]=1. Reported procedure: A solution of hydantoin (10 g), fused sodium acetate (20 g), and freshly distilled furfural (12 g) in acetic acid (40 ml) was heated under reflux for 11/4 hours. The dark solution was poured into cold water (400 ml) to precipitate the dark green/yellow product, which was washed with water until neutral and then with cold ethanol to give 14 g (80% theoretical yield) of 5-furfurylidenehydantoin m.p. 232°-5° (decomp.) (H. L. Wheeler and C. Hoffman, Amer. Chem. J., 1911, 45, 368, quote m.p. 232°.) T... The product is O[C@@H]1C[C@H]2CC[C@H]3[C@]4(CC[C@@H]([C@@]4(C)CC[C@@H]3[C@]2(CC1)C)/C=C/C=C/C=O)O ((E,E)-5-(3β,14β-Dihydroxy-5β-androstane-17β-yl)-2,4-penta-dienal). Procedure: To a solution of 4.90 g of (E,E)-5-(3β,14β-dihydroxy-5β-androstane-17β-yl)-2,4-pentadien-1-ol in 160 ml of chloroform and 40 ml of iso-propanol, 10.40 g of MnO2 were added at room temperature. The mixture was stirred overnight and then filtered through Celite. The organic solution was evaporated to dryness to give 4.80 g of the title compound (II-a) as an off-white solid. Reaction conditions: time 8 hour. Isolated yield 98.5%. RXN SMILES: [OH:1][C@H:2]1[CH2:19][CH2:18][C@@:17]2([CH3:20])[C@H:4]([CH2:5][CH2:6][C@@H:7]3[C@@H:16]2[CH2:15][CH2:14][C@@:12]2([CH3:13])[C@:8]3([OH:27])[CH2:9][CH2:10][C@@H:11]2/[CH:21]=[CH:22]/[CH:23]=[CH:24]/[CH2:25][OH:26])[CH2:3]1>C(Cl)(Cl)Cl.C(O)(C)C.O=[Mn]=O>[OH:1][C@H:2]1[CH2:19][CH2:18][C@@:17]2([CH3:20])[C@H:4]([CH2:5][CH2:6][C@@H:7]3[C@@H:16]2[CH2:15][CH2:14][C@@:12]2([CH3:13])[C@:8]3([OH:27])[CH2:9][CH2:10][C@@H:11]2/[CH:21]=[CH:22]/[CH:23]=[CH:24]/[CH:25]=[O:26])[CH2:3]1. Reactants: O[C@@H]1C[C@H]2CC[C@H]3[C@]4(CC[C@@H]([C@@]4(C)CC[C@@H]3[C@]2(CC1)C)/C=C/C=C/CO)O ((E,E)-5-(3β,14β-dihydroxy-5β-androstane-17β-yl)-2,4-pentadien-1-ol). Run in C(Cl)(Cl)Cl (chloroform), C(C)(C)O (iso-propanol). The reagents and catalysts are O=[Mn]=O (MnO2). Starting materials: ClCCl, OCc1cccc(Oc2ccccc2)c1, O=[Cr](=O)=O, c1ccncc1. Product: O=Cc1cccc(Oc2ccccc2)c1. Reaction SMILES: [CH2:26]([Cl:27])[Cl:28].[O:11]([c:12]1[cH:13][cH:14][cH:15][cH:16][cH:17]1)[c:18]1[cH:19][c:20]([CH2:21][OH:22])[cH:23][cH:24][cH:25]1.[O:1]=[Cr:2](=[O:3])=[O:4].[cH:5]1[cH:6][cH:7][n:8][cH:9][cH:10]1>>[O:11]([c:12]1[cH:13][cH:14][cH:15][cH:16][cH:17]1)[c:18]1[cH:19][c:20]([CH:21]=[O:22])[cH:23][cH:24][cH:25]1.